Dataset: the Open Reaction Database (ORD), a public repository of structured organic reaction records. Task: describe an organic reaction: reactants, conditions, products, and yield Reactants: ClC1=CC=2C3(C4=CC=CC=C4C(C2C=C1)C3)C=O (2-chloro-9-formyl-9,10-dihydro-9,10-methanoanthracene), FC1=CC=C(C=C1)C1(CCNCC1)O (4-(4-fluorophenyl)-4-hydroxypiperidine). Product: ClC1=CC=2C3(C4=CC=CC=C4C(C2C=C1)C3)CN3CCC(CC3)(O)C3=CC=C(C=C3)F (1-(2-Chloro-9,10-dihydro-9,10-methanoanthracen-9-ylmethyl)-4-(4-fluorophenyl)piperidin-4-ol), hydrochloride salt. Yield: 27.0%. Reaction SMILES: [Cl:1][C:2]1[CH:15]=[CH:14][C:13]2[CH:12]3[CH2:16][C:5]([CH:17]=O)([C:6]4[C:11]3=[CH:10][CH:9]=[CH:8][CH:7]=4)[C:4]=2[CH:3]=1.[F:19][C:20]1[CH:25]=[CH:24][C:23]([C:26]2([OH:32])[CH2:31][CH2:30][NH:29][CH2:28][CH2:27]2)=[CH:22][CH:21]=1>>[Cl:1][C:2]1[CH:15]=[CH:14][C:13]2[CH:12]3[CH2:16][C:5]([CH2:17][N:29]4[CH2:28][CH2:27][C:26]([C:23]5[CH:24]=[CH:25][C:20]([F:19])=[CH:21][CH:22]=5)([OH:32])[CH2:31][CH2:30]4)([C:6]4[C:11]3=[CH:10][CH:9]=[CH:8][CH:7]=4)[C:4]=2[CH:3]=1. Reported procedure: Using a procedure similar to that described in example 21 except starting with 2-chloro-9-formyl-9,10-dihydro-9,10-methanoanthracene (described in example 1i) and 4-(4-fluorophenyl)-4-hydroxypiperidine, the title compound hydrochloride salt was obtained in 27% yield as a white powder, mp 280°-281° C. elemental Starting materials: NCCCCN1C(=NC=2C(=NC=3C=CC=CC3C21)N)CCCC (1-(4-aminobutyl)-2-butyl-1H-imidazo[4,5-c]quinolin-4-amine). The reagents and catalysts are [Pt](=O)=O (platinum (IV) oxide). The solvent is FC(C(=O)O)(F)F (trifluoroacetic acid). Conditions: time 6 day. The product is NCCCCN1C(=NC=2C(=NC=3CCCCC3C21)N)CCCC (1-(4-aminobutyl)-2-butyl-6,7,8,9-tetrahydro-1H-imidazo[4,5-c]quinolin-4-amine). As a reaction SMILES: [NH2:1][CH2:2][CH2:3][CH2:4][CH2:5][N:6]1[C:18]2[C:17]3[CH:16]=[CH:15][CH:14]=[CH:13][C:12]=3[N:11]=[C:10]([NH2:19])[C:9]=2[N:8]=[C:7]1[CH2:20][CH2:21][CH2:22][CH3:23]>FC(F)(F)C(O)=O.[Pt](=O)=O>[NH2:1][CH2:2][CH2:3][CH2:4][CH2:5][N:6]1[C:18]2[C:17]3[CH2:16][CH2:15][CH2:14][CH2:13][C:12]=3[N:11]=[C:10]([NH2:19])[C:9]=2[N:8]=[C:7]1[CH2:20][CH2:21][CH2:22][CH3:23]. Procedure details: A catalytic amount of platinum (IV) oxide was added to a solution of 1-(4-aminobutyl)-2-butyl-1H-imidazo[4,5-c]quinolin-4-amine (2.2 g, 7.06 mmol) in trifluoroacetic acid (200 mL). The reaction mixture was hydrogenated at 50 psi (3.44×105 Pa) on a Parr apparatus for 6 days. The reaction mixture was filtered to remove the catalyst and the filtrate was concentrated under vacuum. The residue was combined with 1 N hydrochloric acid (100 mL) and heated on a steam bath for 2 hours. The mixture was coo... Reactants: COC=1C=CC(=C(C(=O)O)C1)OCC1=CC=CC=C1 (5-(methyloxy)-2-[(phenylmethyl)oxy]benzoic acid), N1=CC(=CC=C1)N (3-pyridinamine), C(CCl)Cl (EDC), C=1C=CC2=C(C1)N=NN2O (HOBT). Run in CN(C)C=O (DMF), O (water). Yields the product COC=1C=CC(=C(C(=O)NC=2C=NC=CC2)C1)OCC1=CC=CC=C1 (5-(Methyloxy)-2-[(phenylmethyl)oxy]-N-3-pyridinylbenzamide). RXN SMILES: [CH3:1][O:2][C:3]1[CH:4]=[CH:5][C:6]([O:12][CH2:13][C:14]2[CH:19]=[CH:18][CH:17]=[CH:16][CH:15]=2)=[C:7]([CH:11]=1)[C:8]([OH:10])=O.[N:20]1[CH:25]=[CH:24][CH:23]=[C:22]([NH2:26])[CH:21]=1.C(Cl)CCl.C1C=CC2N(O)N=NC=2C=1>CN(C=O)C.O>[CH3:1][O:2][C:3]1[CH:4]=[CH:5][C:6]([O:12][CH2:13][C:14]2[CH:19]=[CH:18][CH:17]=[CH:16][CH:15]=2)=[C:7]([CH:11]=1)[C:8]([NH:26][C:22]1[CH:21]=[N:20][CH:25]=[CH:24][CH:23]=1)=[O:10]. Reported procedure: A solution of 5-(methyloxy)-2-[(phenylmethyl)oxy]benzoic acid (may be prepared as described in Description 7; 280 mg, 1.08 mmol), 3-pyridinamine (204 mg, 2.17 mmol), EDC (312 mg, 1.63 mmol) and HOBT (249 mg, 1.626 mmol) in DMF (5 ml) was stirred under nitrogen at 25° C. overnight. The reaction mixture was then poured into water (20 ml), filtered and the solid was washed with water and dried to yield the title compound as a white solid. 150 mg. The reactants are [Cl-].[Cl-].ClC[SiH]=[Zr+2](C1C=CC=C1)C1C=CC=C1 ((chloromethylsilandiyl)bis(cyclopentadienyl) zirconium dichloride). Run in C1(=CC=CC=C1)C (toluene), C1(=CC=CC=C1)C (toluene). The product is ClC[SiH]=[Zr](C1C=CC=C1)C1C=CC=C1 ((chloromethylsilandiyl)bis(cyclopentadienyl) zirconium). Reaction SMILES: [Cl-].[Cl-].[Cl:3][CH2:4][SiH:5]=[Zr+2:6]([CH:12]1[CH:16]=[CH:15][CH:14]=[CH:13]1)[CH:7]1[CH:11]=[CH:10][CH:9]=[CH:8]1>C1(C)C=CC=CC=1>[Cl:3][CH2:4][SiH:5]=[Zr:6]([CH:7]1[CH:8]=[CH:9][CH:10]=[CH:11]1)[CH:12]1[CH:16]=[CH:15][CH:14]=[CH:13]1 |f:0.1.2|. Procedure details: In a flask of 250 ml of capacity it was weighed 5 g of silica modified with MAO commercialized by Witco with a 24.7% weight of Al and it was added 120 ml of toluene. Then, it was added a solution in toluene of (chloromethylsilandiyl)bis(cyclopentadienyl) zirconium dichloride (0.255 mmol of Zr). The reaction mixture was maintained under mechanic stirring at room temperature. After 2 hours of reaction the resulting solid was isolated by filtration and washed with consecutive fractions of toluene a... Reactants: OC1=CC=C2C=C(N(C2=C1)C)C(=O)O (6-hydroxy-1-methyl-1H-indole-2-carboxylic acid), C(C)(C)(C)OC(=O)N1CCNCC1 (piperazine-1-carboxylic acid tert-butyl ester), ClC1=NC=C(C=C1)[N+](=O)[O-] (2-chloro-5-nitropyridine), Cl.C(C)N=C=NCCCN(C)C (1-ethyl-3-(3-dimethylaminopropyl)carbodiimide hydrochloride), O.ON1N=NC2=C1C=CC=C2 (1-hydroxybenzotriazole monohydrate), C(=O)([O-])[O-].[K+].[K+] (K2CO3). Solvent: CN(C)C=O (DMF), CN(C)C=O (DMF). Conditions: time 8 hour. Yields the product C(C)(C)(C)OC(=O)N1CCN(CC1)C(=O)C=1N(C2=CC(=CC=C2C1)OC1=NC=C(C=C1)[N+](=O)[O-])C (4-[1-methyl-6-(5-nitropyridin-2-yloxy)-1H-indole-2-carbonyl]piperazine-1-carboxylic acid tert-butyl ester). The yield is 76.0%. Reaction SMILES: [OH:1][C:2]1[CH:10]=[C:9]2[C:5]([CH:6]=[C:7]([C:12]([OH:14])=O)[N:8]2[CH3:11])=[CH:4][CH:3]=1.[C:15]([O:19][C:20]([N:22]1[CH2:27][CH2:26][NH:25][CH2:24][CH2:23]1)=[O:21])([CH3:18])([CH3:17])[CH3:16].Cl.C(N=C=NCCCN(C)C)C.O.ON1C2C=CC=CC=2N=N1.Cl[C:52]1[CH:57]=[CH:56][C:55]([N+:58]([O-:60])=[O:59])=[CH:54][N:53]=1.C([O-])([O-])=O.[K+].[K+]>CN(C=O)C>[C:15]([O:19][C:20]([N:22]1[CH2:27][CH2:26][N:25]([C:12]([C:7]2[N:8]([CH3:11])[C:9]3[C:5]([CH:6]=2)=[CH:4][CH:3]=[C:2]([O:1][C:52]2[CH:57]=[CH:56][C:55]([N+:58]([O-:60])=[O:59])=[CH:54][N:53]=2)[CH:10]=3)=[O:14])[CH2:24][CH2:23]1)=[O:21])([CH3:18])([CH3:16])[CH3:17] |f:2.3,4.5,7.8.9|. Procedure: To a mixture of 6-hydroxy-1-methyl-1H-indole-2-carboxylic acid (12.27 g, 64.2 mmol) and piperazine-1-carboxylic acid tert-butyl ester (14.34 g, 77.0 mmol) in DMF (80 mL) were added 1-ethyl-3-(3-dimethylaminopropyl)carbodiimide hydrochloride (18.4 g, 96.0 mmol) and 1-hydroxybenzotriazole monohydrate (11.6 g, 75.7 mmol) under ice cooling, and the mixture was stirred at room temperature overnight. The mixture was evaporated under reduced pressure, and then water and AcOEt were added to the residue.... Starting materials: OCCC=1C=C(C=CC1OC)CC(C(=O)OCC)OC(C)C (ethyl 3-[3-(2-hydroxyethyl)-4-methoxyphenyl]-2-isopropoxypropanoate), C1(=CC=C(C=C1)N=C=O)C (p-tolylisocyanate). Product: C(C)(C)OC(C(=O)O)CC1=CC(=C(C=C1)OC)CCOC(=O)NC1=CC=C(C=C1)C (2-Isopropoxy-3-(4-methoxy-3-{2-[(4-toluidinocarbonyl)oxy]ethyl}phenyl)propanoic acid). RXN SMILES: [OH:1][CH2:2][CH2:3][C:4]1[CH:5]=[C:6]([CH2:12][CH:13]([O:19][CH:20]([CH3:22])[CH3:21])[C:14]([O:16]CC)=[O:15])[CH:7]=[CH:8][C:9]=1[O:10][CH3:11].[C:23]1([CH3:32])[CH:28]=[CH:27][C:26]([N:29]=[C:30]=[O:31])=[CH:25][CH:24]=1>>[CH:20]([O:19][CH:13]([CH2:12][C:6]1[CH:7]=[CH:8][C:9]([O:10][CH3:11])=[C:4]([CH2:3][CH2:2][O:1][C:30]([NH:29][C:26]2[CH:27]=[CH:28][C:23]([CH3:32])=[CH:24][CH:25]=2)=[O:31])[CH:5]=1)[C:14]([OH:16])=[O:15])([CH3:21])[CH3:22]. Procedure details: Using ethyl 3-[3-(2-hydroxyethyl)-4-methoxyphenyl]-2-isopropoxypropanoate and p-tolylisocyanate, the title compound was obtained in the same manner as described in Example 148. The reactants are C1[C@@H]2C=CC(=O)[C@H](O1)O2 (levoglucosenone), [BH4-].[Na+] (sodium borohydride), [K] (potassium), C(C)(=O)O (acetic acid). Solvent: C(C1=CC=CC=C1)O (benzyl alcohol), C(C)O (ethanol). Run at time 0.5 hour. Product: C(C1=CC=CC=C1)O[C@H]1CC([C@H]2O[C@@H]1CO2)=O (1,6-anhydro-4-O-benzyl-3-deoxy-β-D-erythro-hexopyranos-2-ulose). Reaction SMILES: [CH2:1]1[O:8][C@@H:7]2[O:9][C@H:2]1[CH:3]=[CH:4][C:5]2=[O:6].[K].[BH4-].[Na+].[C:13]([OH:16])(=O)[CH3:14]>C(O)C1C=CC=CC=1.C(O)C>[CH2:13]([O:16][C@@H:3]1[C@H:2]2[CH2:1][O:8][C@H:7]([O:9]2)[C:5](=[O:6])[CH2:4]1)[C:14]1[CH:5]=[CH:4][CH:3]=[CH:2][CH:1]=1 |f:2.3,^1:9|. Procedure: A solution of 1,6-anhydro-4-O-benzyl-3-deoxy-β-D-erythro-hexopyranos-2-ulose in benzyl alcohol was prepared as described in Example 6, except that 0.088 g of levoglucosenone were used as starting material and, 5 min after the addition of potassium benzoxide, a suspension of sodium borohydride (0.073 g) in ethanol (4 ml) was added to the mixture, which was then stirred for 0.5 h at room temperature, made neutral with acetic acid, evaporated under vacuum, and the resulting white residue transferre...